Dataset: the Open Reaction Database (ORD), a public repository of structured organic reaction records. Task: describe an organic reaction: reactants, conditions, products, and yield Starting materials: [Br-], O=C([O-])[O-], CN(Cc1ccccc1)C(=O)Cc1ccccc1Br, [Cu], [K+], [K+], Nc1c(Cl)cccc1Cl, Cc1ccccc1C. The product is CN(Cc1ccccc1)C(=O)Cc1ccccc1Nc1c(Cl)cccc1Cl. As a reaction SMILES: [Br-:35].[C:29](=[O:30])([O-:31])[O-:32].[CH2:1]([c:2]1[cH:3][cH:4][cH:5][cH:6][cH:7]1)[N:8]([C:9]([CH2:10][c:11]1[c:12]([Br:17])[cH:13][cH:14][cH:15][cH:16]1)=[O:18])[CH3:19].[Cu:44].[K+:33].[K+:34].[NH2:20][c:21]1[c:22]([Cl:23])[cH:24][cH:25][cH:26][c:27]1[Cl:28].[c:36]1([CH3:37])[c:38]([CH3:39])[cH:40][cH:41][cH:42][cH:43]1>>[CH2:1]([c:2]1[cH:3][cH:4][cH:5][cH:6][cH:7]1)[N:8]([C:9]([CH2:10][c:11]1[c:12]([NH:20][c:21]2[c:22]([Cl:23])[cH:24][cH:25][cH:26][c:27]2[Cl:28])[cH:13][cH:14][cH:15][cH:16]1)=[O:18])[CH3:19]. Reactants: COc1ccc2c(Nc3c(Cl)cncc3Cl)cc(=O)oc2c1OCC1CC1, Cl, O. Yields the product COc1ccc2c(Nc3c(Cl)cncc3Cl)cc(=O)oc2c1O. RXN SMILES: [CH:1]1([CH2:2][O:5][c:6]2[c:7]([O:26][CH3:27])[cH:8][cH:9][c:10]3[c:11]([NH:17][c:18]4[c:19]([Cl:25])[cH:20][n:21][cH:22][c:23]4[Cl:24])[cH:12][c:13](=[O:16])[o:14][c:15]23)[CH2:3][CH2:4]1.[ClH:28].[OH2:29]>>[OH:5][c:6]1[c:7]([O:26][CH3:27])[cH:8][cH:9][c:10]2[c:11]([NH:17][c:18]3[c:19]([Cl:25])[cH:20][n:21][cH:22][c:23]3[Cl:24])[cH:12][c:13](=[O:16])[o:14][c:15]12. Starting materials: C(C)(C)(C)C=1C=C(C(=O)C2=CC=CC=C2)C=C(C1O)C(C)(C)C (3,5-di-t-butyl-4-hydroxybenzophenone), Cl.NNC(=O)N (semicarbazide hydrochloride), C(C)(=O)OCC (ethyl acetate). Run in N1=CC=CC=C1 (pyridine). The product is C(C)(C)(C)C=1C=C(C(C2=CC=CC=C2)=NNC(=O)N)C=C(C1O)C(C)(C)C (3,5-di-t-butyl-4-hydroxybenzophenone semicarbazone). Reaction SMILES: [C:1]([C:5]1[CH:6]=[C:7]([CH:16]=[C:17]([C:20]([CH3:23])([CH3:22])[CH3:21])[C:18]=1[OH:19])[C:8]([C:10]1[CH:15]=[CH:14][CH:13]=[CH:12][CH:11]=1)=O)([CH3:4])([CH3:3])[CH3:2].Cl.[NH2:25][NH:26][C:27]([NH2:29])=[O:28].C(OCC)(=O)C>N1C=CC=CC=1>[C:20]([C:17]1[CH:16]=[C:7]([CH:6]=[C:5]([C:1]([CH3:3])([CH3:4])[CH3:2])[C:18]=1[OH:19])[C:8](=[N:25][NH:26][C:27]([NH2:29])=[O:28])[C:10]1[CH:15]=[CH:14][CH:13]=[CH:12][CH:11]=1)([CH3:21])([CH3:22])[CH3:23] |f:1.2|. Procedure: 1.60 g of 3,5-di-t-butyl-4-hydroxybenzophenone and 0.67 g of semicarbazide hydrochloride were dissolved in 12 ml of pyridine, and the solution was refluxed for 6 hours. After the reaction, ethyl acetate was added to the reaction mixture, and the mixture was washed with 5% hydrochloric acid and water and dried. The solvent was removed by concentration, and the residue was chromatographed on a silica gel column and recrystallized from diethyl ether to give 3,5-di-t-butyl-4-hydroxybenzophenone semi... Reported procedure: To a solution of (1R,2S,3S,4R,5S)-1-(acetoxymethyl)-5-(4-chloro-3-(4-(2-(methoxy imino)propoxy)benzyl)phenyl)-6,8-dioxabicyclo[3.2.1]octane-2,3,4-triyl triacetate (120 mg, 0.18 mmol) in THF (0.8 mL), methanol (1.2 mL) and water (0.4 mL) was added lithium hydroxide monohydrate (15.2 mg, 0.36 mmol) at 0° C. The reaction mixture was stirred at r.t. for 1 h. Volatiles were evaporated in vacuo and the residue obtained was purified by column chromatography (silica gel, 1:9 MeOH:DCM) to provide the tit... Reaction conditions: time 1 hour. The product is CON=C(COC1=CC=C(C=C1)CC1=C(C=CC(=C1)[C@]12[C@@H]([C@H]([C@@H]([C@](CO1)(O2)CO)O)O)O)Cl)C (1-(4-(2-chloro-5-((1S,2S,3S,4R,5S)-2,3,4-trihydroxy-1-(hydroxymethyl)-6,8-dioxabicyclo[3.2.1]octan-5-yl)benzyl)phenoxy)propan-2-one-O-methyl oxime). Yield: 67.5%. Starting materials: C(C)(=O)O[C@@H]1[C@@]2(CO[C@]([C@@H]([C@H]1OC(C)=O)OC(C)=O)(O2)C2=CC(=C(C=C2)Cl)CC2=CC=C(C=C2)OCC(C)=NOC)COC(C)=O ((1R,2S,3S,4R,5S)-1-(acetoxymethyl)-5-(4-chloro-3-(4-(2-(methoxy imino)propoxy)benzyl)phenyl)-6,8-dioxabicyclo[3.2.1]octane-2,3,4-triyl triacetate), O.[OH-].[Li+] (lithium hydroxide monohydrate). RXN SMILES: C([O:4][C@H:5]1[C@H:11]([O:12]C(=O)C)[C@@H:10]([O:16]C(=O)C)[C@:9]2([C:21]3[CH:26]=[CH:25][C:24]([Cl:27])=[C:23]([CH2:28][C:29]4[CH:34]=[CH:33][C:32]([O:35][CH2:36][C:37](=[N:39][O:40][CH3:41])[CH3:38])=[CH:31][CH:30]=4)[CH:22]=3)[O:20][C@@:6]1([CH2:42][O:43]C(=O)C)[CH2:7][O:8]2)(=O)C.O.[OH-].[Li+]>C1COCC1.CO.O>[CH3:41][O:40][N:39]=[C:37]([CH3:38])[CH2:36][O:35][C:32]1[CH:31]=[CH:30][C:29]([CH2:28][C:23]2[CH:22]=[C:21]([C@@:9]34[O:20][C@@:6]([CH2:42][OH:43])([CH2:7][O:8]3)[C@@H:5]([OH:4])[C@H:11]([OH:12])[C@H:10]4[OH:16])[CH:26]=[CH:25][C:24]=2[Cl:27])=[CH:34][CH:33]=1 |f:1.2.3|. The solvent is C1CCOC1 (THF), CO (methanol), O (water).